Dataset: the Open Reaction Database (ORD), a public repository of structured organic reaction records. Task: describe an organic reaction: reactants, conditions, products, and yield Starting materials: FC1=C(C#N)C=CC(=C1)C=O (2-fluoro-4-formylbenzonitrile), NCCC1=CNC=N1 (histamine). Reaction SMILES: [F:1][C:2]1[CH:9]=[C:8]([CH:10]=O)[CH:7]=[CH:6][C:3]=1[C:4]#[N:5].[NH2:12][CH2:13][CH2:14][C:15]1[N:19]=[CH:18][NH:17][CH:16]=1>>[F:1][C:2]1[CH:9]=[C:8]([CH:10]2[C:16]3[NH:17][CH:18]=[N:19][C:15]=3[CH2:14][CH2:13][NH:12]2)[CH:7]=[CH:6][C:3]=1[C:4]#[N:5]. Reported procedure: 2-Fluoro-4-formyl-benzonitrile (as described in Example 29, Step A) (0.268 g, 1.79 mmol) and histamine (0.200 g, 1.79 mmol) were heated neat at 120° C. for 1.5 h. The molten liquid was cooled to give the title compound. Product: FC1=C(C#N)C=CC(=C1)C1NCCC2=C1NC=N2 (2-fluoro-4-(4,5,6,7-tetrahydro-3H-imidazo[4,5-c]pyridin-4-yl)-benzonitrile). Starting materials: [K].OC1=CC=C(C=C1)C=CC1=CC=C(C=C1)[N+](=O)[O-] (4-hydroxy-4'-nitrostilbene potassium salt), ICCCCCCO (6-iodo-1-hexanol), C1COCCOCCOCCOCCOCCO1 (18-crown-6 ether). The solvent is C1(=CC=CC=C1)C (toluene). The product is OCCCCCCOC1=CC=C(C=C1)C=CC1=CC=C(C=C1)[N+](=O)[O-] (4-(6-Hydroxyhexyloxy)-4'-nitrostilbene). Reaction SMILES: [K].[OH:2][C:3]1[CH:8]=[CH:7][C:6]([CH:9]=[CH:10][C:11]2[CH:16]=[CH:15][C:14]([N+:17]([O-:19])=[O:18])=[CH:13][CH:12]=2)=[CH:5][CH:4]=1.I[CH2:21][CH2:22][CH2:23][CH2:24][CH2:25][CH2:26][OH:27].C1OCCOCCOCCOCCOCCOC1>C1(C)C=CC=CC=1>[OH:27][CH2:26][CH2:25][CH2:24][CH2:23][CH2:22][CH2:21][O:2][C:3]1[CH:8]=[CH:7][C:6]([CH:9]=[CH:10][C:11]2[CH:16]=[CH:15][C:14]([N+:17]([O-:19])=[O:18])=[CH:13][CH:12]=2)=[CH:5][CH:4]=1 |f:0.1,^1:0|. Procedure: To 500 ml of toluene in a one liter round bottom flask, fitted with a condenser and magnetic stirrer, is added 14 g (0.05M) of 4-hydroxy-4'-nitrostilbene potassium salt, 14 g of 6-iodo-1-hexanol, and 0.5 g of 18-crown-6 ether. The mixture is refluxed for about 20 hours, and then the reaction medium is filtered hot, and the product crystallizes from the toluene on cooling, m.p. 154°-157° C. Starting materials: Compound II, N1=CC=C(C=C1)CNC(NOCC(=O)O)=O (2-(3-(pyridin-4-ylmethyl)ureidooxy)acetic acid), N[C@H](C(=O)N(CC=1C=CC=C2C=CC=NC12)[C@H](C(OCC)OCC)C)CC1=CC=C(C=C1)OC(C)(C)C ((S)-2-amino-3-(4-tert-butoxyphenyl)-N—((S)-1,1-diethoxypropan-2-yl)-N-(quinolin-8-ylmethyl)propanamide). The product is C(C)(C)(C)OC1=CC=C(C=C1)C[C@@H](C(=O)N(CC=1C=CC=C2C=CC=NC12)[C@H](C(OCC)OCC)C)NC(CONC(=O)NCC1=CC=NC=C1)=O (1-(2-((S)-3-(4-tert-butoxyphenyl)-1-(((S)-1,1-diethoxypropan-2-yl)(quinolin-8-ylmethyl)amino)-1-oxopropan-2-ylamino)-2-oxoethoxy)-3-(pyridin-4-ylmethyl)urea). Reaction SMILES: [N:1]1[CH:6]=[CH:5][C:4]([CH2:7][NH:8][C:9](=[O:16])[NH:10][O:11][CH2:12][C:13]([OH:15])=O)=[CH:3][CH:2]=1.[NH2:17][C@@H:18]([CH2:42][C:43]1[CH:48]=[CH:47][C:46]([O:49][C:50]([CH3:53])([CH3:52])[CH3:51])=[CH:45][CH:44]=1)[C:19]([N:21]([C@@H:33]([CH3:41])[CH:34]([O:38][CH2:39][CH3:40])[O:35][CH2:36][CH3:37])[CH2:22][C:23]1[CH:24]=[CH:25][CH:26]=[C:27]2[C:32]=1[N:31]=[CH:30][CH:29]=[CH:28]2)=[O:20]>>[C:50]([O:49][C:46]1[CH:47]=[CH:48][C:43]([CH2:42][C@H:18]([NH:17][C:13](=[O:15])[CH2:12][O:11][NH:10][C:9]([NH:8][CH2:7][C:4]2[CH:3]=[CH:2][N:1]=[CH:6][CH:5]=2)=[O:16])[C:19]([N:21]([C@@H:33]([CH3:41])[CH:34]([O:38][CH2:39][CH3:40])[O:35][CH2:36][CH3:37])[CH2:22][C:23]2[CH:24]=[CH:25][CH:26]=[C:27]3[C:32]=2[N:31]=[CH:30][CH:29]=[CH:28]3)=[O:20])=[CH:44][CH:45]=1)([CH3:53])([CH3:51])[CH3:52]. Reported procedure: According to the procedure described in the synthesis method of Compound II-15, 2-(3-(pyridin-4-ylmethyl)ureidooxy)acetic acid (Compound VI-10) 67 mg (0.30 mmol) was coupled with (S)-2-amino-3-(4-tert-butoxyphenyl)-N—((S)-1,1-diethoxypropan-2-yl)-N-(quinolin-8-ylmethyl)propanamide (Compound IV-3) 100 mg (0.20 mmol) to obtain the title compound. The reactants are CCOc1cc(C(=O)OC)cc(OCC)c1Br, CC(=O)[O-], CC(=O)[O-], C1CCOC1, CC1(C)OB(c2cnoc2)OC1(C)C, COc1cccc(OC)c1-c1ccccc1P(C1CCCCC1)C1CCCCC1, [K+], [K+], [K+], O, O=P([O-])([O-])[O-], [Pd+2]. The product is CCOc1cc(C(=O)OC)cc(OCC)c1-c1cnoc1. RXN SMILES: [Br:1][c:2]1[c:3]([O:15][CH2:16][CH3:17])[cH:4][c:5]([C:6](=[O:7])[O:8][CH3:9])[cH:10][c:11]1[O:12][CH2:13][CH3:14].[C:74]([O-:75])(=[O:76])[CH3:77].[C:79]([O-:80])(=[O:81])[CH3:82].[CH2:69]1[O:70][CH2:71][CH2:72][CH2:73]1.[CH3:18][C:19]1([CH3:20])[C:21]([CH3:22])([CH3:23])[O:24][B:25]([c:26]2[cH:27][n:28][o:29][cH:30]2)[O:31]1.[CH:40]1([P:41]([CH:42]2[CH2:43][CH2:44][CH2:45][CH2:46][CH2:47]2)[c:48]2[cH:49][cH:50][cH:51][cH:52][c:53]2-[c:54]2[c:55]([O:56][CH3:57])[cH:58][cH:59][cH:60][c:61]2[O:62][CH3:63])[CH2:64][CH2:65][CH2:66][CH2:67][CH2:68]1.[K+:37].[K+:38].[K+:39].[OH2:83].[P:32]([O-:33])([O-:34])([O-:35])=[O:36].[Pd+2:78]>>[c:2]1(-[c:26]2[cH:27][n:28][o:29][cH:30]2)[c:3]([O:15][CH2:16][CH3:17])[cH:4][c:5]([C:6](=[O:7])[O:8][CH3:9])[cH:10][c:11]1[O:12][CH2:13][CH3:14]. The reactants are FC1=C(C=C(C(=C1)F)F)C(CN1N=CN=C1)([C@@H](C)OC1OCCCC1)O ((3R)-2-(2,4,5-trifluorophenyl)-3-(3,4,5,6-tetrahydro-2H-pyran-2-yloxy)-1-(1H-1,2,4-triazol-1-yl)-2-butanol), C1(=CC=C(C=C1)S(=O)(=O)[O-])C.[NH+]1=CC=CC=C1 (pyridinium p-toluene sulfonate). Run in C(C)O (ethanol). Run at temperature 55 celsius. The product is FC1=C(C=C(C(=C1)F)F)[C@@](CN1N=CN=C1)([C@@H](C)O)O ((2R,3R)-2-(2,4,5-trifluorophenyl)-1-(1H-1,2,4-triazol-1-yl)-2,3-butanediol). The yield is 63.1%. RXN SMILES: [F:1][C:2]1[CH:7]=[C:6]([F:8])[C:5]([F:9])=[CH:4][C:3]=1[C:10]([OH:26])([C@H:17]([O:19]C1CCCCO1)[CH3:18])[CH2:11][N:12]1[CH:16]=[N:15][CH:14]=[N:13]1.C1(C)C=CC(S([O-])(=O)=O)=CC=1.[NH+]1C=CC=CC=1>C(O)C>[F:1][C:2]1[CH:7]=[C:6]([F:8])[C:5]([F:9])=[CH:4][C:3]=1[C@:10]([OH:26])([C@H:17]([OH:19])[CH3:18])[CH2:11][N:12]1[CH:16]=[N:15][CH:14]=[N:13]1 |f:1.2|. Procedure details: A mixture of (3R)-2-(2,4,5-trifluorophenyl)-3-(3,4,5,6-tetrahydro-2H-pyran-2-yloxy)-1-(1H-1,2,4-triazol-1-yl)-2-butanol (740 mg) and pyridinium p-toluene sulfonate (PPTS, 200 mg) in ethanol (15 ml) was heated at 55° C. for 7 h. The reaction mixture was partitioned between ethyl acetate and water. The water layer was extracted with ethyl acetate. The combined organic extracts were dried over anhydrous magnesium sulfate, and concentrated to dryness in vacuo. Purification of the residue by silica g... Starting materials: C1(C=2C(C(N1N1C=CC=C1)=O)=CC=CC2)=O (1-phthalimidopyrrole), ClC1=C(C(=O)Cl)C=CC=C1 (o-chlorobenzoyl chloride), fused zinc chloride. Solvent: ClCCCl (1,2-dichloroethane). Yields the product ClC1=C(C(=O)C=2N(C=CC2)N2C(C=3C(C2=O)=CC=CC3)=O)C=CC=C1 (2-(2-Chlorobenzoyl)-1-phthalimidopyrrole). Isolated yield 123.7%. Reaction SMILES: [C:1]1(=[O:16])[N:5]([N:6]2[CH:10]=[CH:9][CH:8]=[CH:7]2)[C:4](=[O:11])[C:3]2=[CH:12][CH:13]=[CH:14][CH:15]=[C:2]12.[Cl:17][C:18]1[CH:26]=[CH:25][CH:24]=[CH:23][C:19]=1[C:20](Cl)=[O:21]>ClCCCl>[Cl:17][C:18]1[CH:26]=[CH:25][CH:24]=[CH:23][C:19]=1[C:20]([C:7]1[N:6]([N:5]2[C:4](=[O:11])[C:3]3=[CH:12][CH:13]=[CH:14][CH:15]=[C:2]3[C:1]2=[O:16])[CH:10]=[CH:9][CH:8]=1)=[O:21]. Procedure details: To a vigorously stirred mixture of 1-phthalimidopyrrole (45 g, 0.212 mol) and o-chlorobenzoyl chloride (37 g, 0.212 mol) in 500 ml of 1,2-dichloroethane was added freshly pulverized, fused zinc chloride (43.3 g, 0.318 mol) in one portion. The reaction mixture was heated at gentle reflux for 4.5 hours and then quenched with 700 ml of crushed ice and 500 ml of dichloromethane. The organic layer was separated and washed with water (2x 500 ml), dried over anhydrous MgSO4, filtered, and evaporated to... Reactants: CCOC(=O)COc1ccc(N(C)C(=O)OC(C)(C)C)c2ccccc12, ClCCl, O=C(O)C(F)(F)F. Product: CCOC(=O)COc1ccc(NC)c2ccccc12. Reaction SMILES: [CH2:1]([CH3:2])[O:3][C:4]([CH2:5][O:6][c:7]1[cH:8][cH:9][c:10]([N:17]([CH3:18])[C:19]([O:20][C:21]([CH3:22])([CH3:23])[CH3:24])=[O:25])[c:11]2[cH:12][cH:13][cH:14][cH:15][c:16]12)=[O:26].[Cl:34][CH2:35][Cl:36].[F:27][C:28]([F:29])([F:30])[C:31]([OH:32])=[O:33]>>[CH2:1]([CH3:2])[O:3][C:4]([CH2:5][O:6][c:7]1[cH:8][cH:9][c:10]([NH:17][CH3:18])[c:11]2[cH:12][cH:13][cH:14][cH:15][c:16]12)=[O:26].